The task is: describe an organic reaction: reactants, conditions, products, and yield. This data is from the Open Reaction Database (ORD), a public repository of structured organic reaction records. Starting materials: BrCCCCCCCCCC(=O)OCC(COC(CCCCCCCCCBr)=O)OC(CCCCCCCCCBr)=O (1,2,3-tris(10-bromodecanoyloxy)propane), OC1=CC=C(C=O)C=C1 (4-hydroxybenzaldehyde), C([O-])([O-])=O.[K+].[K+] (potassium carbonate). The solvent is C(C)C(=O)C (ethyl-methyl ketone). Product: C(=O)C1=CC=C(OCCCCCCCCCC(=O)OCC(COC(CCCCCCCCCOC2=CC=C(C=C2)C=O)=O)OC(CCCCCCCCCOC2=CC=C(C=C2)C=O)=O)C=C1 (1,2,3-tris(10-[4formylphenoxy]decanoyloxy)propane). The yield is 70.5%. Reaction SMILES: Br[CH2:2][CH2:3][CH2:4][CH2:5][CH2:6][CH2:7][CH2:8][CH2:9][CH2:10][C:11]([O:13][CH2:14][CH:15]([O:30][C:31](=[O:42])[CH2:32][CH2:33][CH2:34][CH2:35][CH2:36][CH2:37][CH2:38][CH2:39][CH2:40]Br)[CH2:16][O:17][C:18](=[O:29])[CH2:19][CH2:20][CH2:21][CH2:22][CH2:23][CH2:24][CH2:25][CH2:26][CH2:27]Br)=[O:12].[OH:43][C:44]1[CH:51]=[CH:50][C:47]([CH:48]=[O:49])=[CH:46][CH:45]=1.[C:52](=[O:55])([O-])[O-].[K+].[K+]>C(C(C)=O)C>[CH:48]([C:47]1[CH:50]=[CH:51][C:44]([O:43][CH2:2][CH2:3][CH2:4][CH2:5][CH2:6][CH2:7][CH2:8][CH2:9][CH2:10][C:11]([O:13][CH2:14][CH:15]([O:30][C:31](=[O:42])[CH2:32][CH2:33][CH2:34][CH2:35][CH2:36][CH2:37][CH2:38][CH2:39][CH2:40][O:43][C:44]2[CH:51]=[CH:50][C:47]([CH:52]=[O:55])=[CH:46][CH:45]=2)[CH2:16][O:17][C:18](=[O:29])[CH2:19][CH2:20][CH2:21][CH2:22][CH2:23][CH2:24][CH2:25][CH2:26][CH2:27][O:43][C:44]2[CH:51]=[CH:50][C:47]([CH:48]=[O:49])=[CH:46][CH:45]=2)=[O:12])=[CH:45][CH:46]=1)=[O:49] |f:2.3.4|. Procedure: A mixture of 10.0 g 1,2,3-tris(10-bromodecanoyloxy)propane, 4.6 g 4-hydroxybenzaldehyde, 52.4 g anhydrous potassium carbonate and 250 ml ethyl-methyl ketone is heated under gentle reflux overnight. The reaction mixture is filtered to remove inorganic material and the filtrate evaporated down. The residue is purified by column chromatography on silica gel using hexane/ethyl acetate (1/1 v/v) as eluent and recrystallisation from acetonitrile to yield 8.1 g of 1,2,3-tris(10-[4formylphenoxy]decanoyl...